From a dataset of the Open Reaction Database (ORD), a public repository of structured organic reaction records. describe an organic reaction: reactants, conditions, products, and yield The reactants are Cl (hydrochloric acid), BrC1=C(C=CC=C1)CC(C(=O)OCC)C (ethyl 3-(2-bromophenyl)-2-methylpropionate), [OH-].[K+] (potassium hydroxide), O (water). Solvent: C(C)O (ethanol). Product: BrC1=C(C=CC=C1)CC(C(=O)O)C (3-(2-bromophenyl)-2-methylpropionic acid). Isolated yield 64.0%. As a reaction SMILES: [Br:1][C:2]1[CH:7]=[CH:6][CH:5]=[CH:4][C:3]=1[CH2:8][CH:9]([CH3:15])[C:10]([O:12]CC)=[O:11].[OH-].[K+].O.Cl>C(O)C>[Br:1][C:2]1[CH:7]=[CH:6][CH:5]=[CH:4][C:3]=1[CH2:8][CH:9]([CH3:15])[C:10]([OH:12])=[O:11] |f:1.2|. Reported procedure: 65.5 g of ethyl 3-(2-bromophenyl)-2-methylpropionate (243 mmole) and 20.5 g of potassium hydroxide (364 mmole) were dissolved in 250 ml of ethanol and heated under reflux for 6 hours, and 500 ml of water was added. After 50 ml of concentrated hydrochloric acid was added, and the product was then extracted with toluene, dried and concentrated to give 37.8 g of 3-(2-bromophenyl)-2-methylpropionic acid as a yellow oil (yield, 89%). Reactants: O=C([O-])[O-], CCOC(=O)c1c(OCC)cc[nH]c1=O, [Cs+], [Cs+], I[Cu]I, Fc1ccc(I)cc1, CN(C)C=O, Oc1cccc2cccnc12. Yields the product CCOC(=O)c1c(OCC)ccn(-c2ccc(F)cc2)c1=O. RXN SMILES: [C:1](=[O:2])([O-:3])[O-:4].[CH2:26]([CH3:27])[O:28][c:29]1[c:30]([C:36](=[O:37])[O:38][CH2:39][CH3:40])[c:31](=[O:35])[nH:32][cH:33][cH:34]1.[Cs+:5].[Cs+:6].[Cu:46]([I:47])[I:48].[F:18][c:19]1[cH:20][cH:21][c:22]([I:25])[cH:23][cH:24]1.[O:41]=[CH:42][N:43]([CH3:44])[CH3:45].[OH:7][c:8]1[cH:9][cH:10][cH:11][c:12]2[c:13]1[n:14][cH:15][cH:16][cH:17]2>>[F:18][c:19]1[cH:20][cH:21][c:22](-[n:32]2[c:31](=[O:35])[c:30]([C:36](=[O:37])[O:38][CH2:39][CH3:40])[c:29]([O:28][CH2:26][CH3:27])[cH:34][cH:33]2)[cH:23][cH:24]1. Starting materials: ClC1=NC(=CC(=C1)C#N)OC(C)C (2-chloro-6-isopropoxy-pyridine-4-carbonitrile), FC(C1=CC=C(C=C1)B(O)O)(F)F (4-trifluoromethylphenylboronic acid), C([O-])([O-])=O.[Cs+].[Cs+] (cesium carbonate), CC(C)C1=CC(=C(C(=C1)C(C)C)C2=C(C=CC=C2)P(C3CCCCC3)C4CCCCC4)C(C)C (XPhos). The reagents and catalysts are C(C)(=O)[O-].[Pd+2].C(C)(=O)[O-] (palladium acetate). The solvent is O1CCOCC1 (dioxane). Run at temperature 100 celsius. Yields the product C(C)(C)OC1=NC(=CC(=C1)C#N)C1=CC=C(C=C1)C(F)(F)F (2-isopropoxy-6-[4-(trifluoromethyl)phenyl]pyridine-4-carbonitrile). Isolated yield 33.2%. Reaction SMILES: Cl[C:2]1[CH:7]=[C:6]([C:8]#[N:9])[CH:5]=[C:4]([O:10][CH:11]([CH3:13])[CH3:12])[N:3]=1.[F:14][C:15]([F:26])([F:25])[C:16]1[CH:21]=[CH:20][C:19](B(O)O)=[CH:18][CH:17]=1.C(=O)([O-])[O-].[Cs+].[Cs+].CC(C1C=C(C(C)C)C(C2C=CC=CC=2P(C2CCCCC2)C2CCCCC2)=C(C(C)C)C=1)C>C([O-])(=O)C.[Pd+2].C([O-])(=O)C.O1CCOCC1>[CH:11]([O:10][C:4]1[CH:5]=[C:6]([C:8]#[N:9])[CH:7]=[C:2]([C:19]2[CH:20]=[CH:21][C:16]([C:15]([F:26])([F:25])[F:14])=[CH:17][CH:18]=2)[N:3]=1)([CH3:13])[CH3:12] |f:2.3.4,6.7.8|. Procedure details: The nitrile 25H (1.25 g, 6.4 mmol), 4-trifluoromethylphenylboronic acid (1.34 g, 1 mol eq), palladium acetate (29 mg, 0.02 mol eq), cesium carbonate (4.16 g, 2 mol eq), and XPhos (137 mg, 0.04 mol eq) were mixed, placed under a nitrogen atmosphere and dioxane (8 mL) was added. The mixture was heated at 100° C. for 4 h. After cooling, the mixture was filtered through a celite pad, washed with dioxane (2×30 mL) and concentrated under reduced pressure. The residue was purified by flash chromatograp... The reactants are S1C=CC=2C(=NC=CC21)C2CCN(CC2)C(=O)OCC (Ethyl 4-thieno[3,2-c]pyridin-4-yl-1-piperidinecarboxylate). The solvent is Cl (HCl). Yields the product N1CCC(CC1)C1=NC=CC2=C1C=CS2 (4-(4-Piperidinyl)thieno[3,2-c]pyridine). Reaction SMILES: [S:1]1[C:9]2[CH:8]=[CH:7][N:6]=[C:5]([CH:10]3[CH2:15][CH2:14][N:13](C(OCC)=O)[CH2:12][CH2:11]3)[C:4]=2[CH:3]=[CH:2]1>Cl>[NH:13]1[CH2:12][CH2:11][CH:10]([C:5]2[C:4]3[CH:3]=[CH:2][S:1][C:9]=3[CH:8]=[CH:7][N:6]=2)[CH2:15][CH2:14]1. Procedure: A solution of 0.57 g of the product obtained in Step F in 4 ml of HCl (SN) is heated at reflux for 12 hours and then cooled, washed with ether, rendered basic by the addition of 20% sodium hydroxide solution and extracted with dichloromethane. Drying, filtration and concentration of the organic phase under reduced pressure, followed by chromatography on silica gel (CH2Cl2/MeOH/NH4OH: 90/10/1), enables the expected product to be isolated.